This data is from the Open Reaction Database (ORD), a public repository of structured organic reaction records. The task is: describe an organic reaction: reactants, conditions, products, and yield The reactants are CN1C(C2(CCN(CC2)C(\C=C\C2=C(C=CC=C2)C(F)(F)F)=O)C2=CC(=CC=C12)C(=O)O)=O ((E)-1-methyl-2-oxo-1′-(3-(2-(trifluoromethyl)phenyl)acryloyl)spiro[indoline-3,4′-piperidine]-5-carboxylic acid), NCCO (2-aminoethanol), C=1C=CC2=C(C1)N=NN2O (HOBt), CCN=C=NCCCN(C)C (EDCI), CCN(C(C)C)C(C)C (DIEA). The solvent is C(Cl)Cl (CH2Cl2). Run at time 8 hour. Yields the product OCCNC(=O)C=1C=C2C(=CC1)N(C(C21CCN(CC1)C(\C=C\C1=C(C=CC=C1)C(F)(F)F)=O)=O)C ((E)-N-(2-hydroxyethyl)-1-methyl-2-oxo-1′-(3-(2-(trifluoromethyl)phenyl)acryloyl)spiro[indoline-3,4′-piperidine]-5-carboxamide). Isolated yield 39.9%. RXN SMILES: [CH3:1][N:2]1[C:29]2[C:24](=[CH:25][C:26]([C:30]([OH:32])=O)=[CH:27][CH:28]=2)[C:4]2([CH2:9][CH2:8][N:7]([C:10](=[O:23])/[CH:11]=[CH:12]/[C:13]3[CH:18]=[CH:17][CH:16]=[CH:15][C:14]=3[C:19]([F:22])([F:21])[F:20])[CH2:6][CH2:5]2)[C:3]1=[O:33].[NH2:34][CH2:35][CH2:36][OH:37].C1C=CC2N(O)N=NC=2C=1.CCN=C=NCCCN(C)C.CCN(C(C)C)C(C)C>C(Cl)Cl>[OH:37][CH2:36][CH2:35][NH:34][C:30]([C:26]1[CH:25]=[C:24]2[C:4]3([CH2:5][CH2:6][N:7]([C:10](=[O:23])/[CH:11]=[CH:12]/[C:13]4[CH:18]=[CH:17][CH:16]=[CH:15][C:14]=4[C:19]([F:22])([F:21])[F:20])[CH2:8][CH2:9]3)[C:3](=[O:33])[N:2]([CH3:1])[C:29]2=[CH:28][CH:27]=1)=[O:32]. Procedure: To a solution of (E)-1-methyl-2-oxo-1′-(3-(2-(trifluoromethyl)phenyl)acryloyl)spiro[indoline-3,4′-piperidine]-5-carboxylic acid (20 mg, 0.04 mmol) in anhydrous CH2Cl2 (5 mL) was added 2-aminoethanol (3.6 mg, 0.06 mmol), HOBt (12 mg, 0.09 mmol), EDCI (18 mg, 0.09 mmol) and DIEA (28 mg, 0.22 mol) at 0° C. and the mixture was stirred overnight at rt under N2. The reaction mixture was washed with 1 N aq HCl and water. The organic phase was dried over Na2SO4, filtered and concentrated to afford a res... The reactants are O=C([O-])[O-], COC(=O)c1ccc(-c2ccc(Cl)cc2)c(CBr)c1, CN(C)C=O, N#Cc1cnn2c(C3CCCCC3)c(-c3ccc(O)cc3)cnc12, [Cs+], [Cs+]. Product: COC(=O)c1ccc(-c2ccc(Cl)cc2)c(COc2ccc(-c3cnc4c(C#N)cnn4c3C3CCCCC3)cc2)c1. RXN SMILES: [C:44](=[O:45])([O-:46])[O-:47].[CH3:25][O:26][C:27](=[O:28])[c:29]1[cH:30][c:31]([CH2:42][Br:43])[c:32](-[c:35]2[cH:36][cH:37][c:38]([Cl:41])[cH:39][cH:40]2)[cH:33][cH:34]1.[CH3:50][N:51]([CH3:52])[CH:53]=[O:54].[CH:1]1([c:7]2[c:8](-[c:18]3[cH:19][cH:20][c:21]([OH:24])[cH:22][cH:23]3)[cH:9][n:10][c:11]3[n:12]2[n:13][cH:14][c:15]3[C:16]#[N:17])[CH2:2][CH2:3][CH2:4][CH2:5][CH2:6]1.[Cs+:48].[Cs+:49]>>[CH:1]1([c:7]2[c:8](-[c:18]3[cH:19][cH:20][c:21]([O:24][CH2:42][c:31]4[cH:30][c:29]([C:27]([O:26][CH3:25])=[O:28])[cH:34][cH:33][c:32]4-[c:35]4[cH:36][cH:37][c:38]([Cl:41])[cH:39][cH:40]4)[cH:22][cH:23]3)[cH:9][n:10][c:11]3[n:12]2[n:13][cH:14][c:15]3[C:16]#[N:17])[CH2:2][CH2:3][CH2:4][CH2:5][CH2:6]1.